Dataset: the Open Reaction Database (ORD), a public repository of structured organic reaction records. Task: describe an organic reaction: reactants, conditions, products, and yield Starting materials: [BH4-].[Na+] (Sodium borohydride), [I-].[Li+] (lithium iodide), COC([C@H]1N(C[C@@H](C1)O[Si](C)(C)C(C)(C)C)C(=O)OCC1=CC=C(C=C1)OC)=O (trans-1-(p-Methoxybenzyloxycarbonyl)-4-t-butyldimethylsilyloxy-L-proline methyl ester). The solvent is O (water), O1CCCC1 (tetrahydrofuran). The product is COC1=CC=C(COC(=O)N2[C@@H](C[C@H](C2)O[Si](C)(C)C(C)(C)C)CO)C=C1 ((2S,4R)-1-(p-methoxybenzyloxycarbonyl)-2-hydroxymethyl-4-t-butyldimethylsilyloxypyrrolidine). Reaction SMILES: C[O:2][C:3](=O)[C@@H:4]1[CH2:8][C@@H:7]([O:9][Si:10]([C:13]([CH3:16])([CH3:15])[CH3:14])([CH3:12])[CH3:11])[CH2:6][N:5]1[C:17]([O:19][CH2:20][C:21]1[CH:26]=[CH:25][C:24]([O:27][CH3:28])=[CH:23][CH:22]=1)=[O:18].[BH4-].[Na+].[I-].[Li+]>O1CCCC1.O>[CH3:28][O:27][C:24]1[CH:23]=[CH:22][C:21]([CH2:20][O:19][C:17]([N:5]2[CH2:6][C@H:7]([O:9][Si:10]([C:13]([CH3:16])([CH3:14])[CH3:15])([CH3:12])[CH3:11])[CH2:8][C@H:4]2[CH2:3][OH:2])=[O:18])=[CH:26][CH:25]=1 |f:1.2,3.4|. Procedure: trans-1-(p-Methoxybenzyloxycarbonyl)-4-t-butyldimethylsilyloxy-L-proline methyl ester (5.64 g) was dissolved in 56.4 ml of dry tetrahydrofuran. Sodium borohydride (1.01 g) and lithium iodide (3.52 g) were added thereto. The resulting mixture was refluxed for 1 hour, diluted with water, extracted with ethyl acetate, washed with water, dried over anhydrous sodium sulfate and distilled off to obtain (2S,4R)-1-(p-methoxybenzyloxycarbonyl)-2-hydroxymethyl-4-t-butyldimethylsilyloxypyrrolidine. Starting materials: COC(=O)C=1SC(=CC1N(C(=O)[C@@H]1CC[C@H](CC1)C)C(CO)CO)C1CCC(CC1)(C)C (5-(4,4-dimethyl-cyclohexyl)-3-[(2-hydroxy-1-hydroxymethyl-ethyl)-(trans-4-methyl-cyclohexanecarbonyl)-amino]-thiophene-2-carboxylic acid methyl ester), C=O (paraformaldehyde). The product is COC(=O)C=1SC=CC1 (thiophene-2-carboxylic acid methyl ester). RXN SMILES: [CH3:1][O:2][C:3]([C:5]1[S:6][C:7](C2CCC(C)(C)CC2)=[CH:8][C:9]=1N(C(CO)CO)C([C@H]1CC[C@H](C)CC1)=O)=[O:4].C=O>>[CH3:1][O:2][C:3]([C:5]1[S:6][CH:7]=[CH:8][CH:9]=1)=[O:4]. Procedure: 5-(4,4-Dimethyl-cyclohexyl)-3-[1,3]dioxan-5-yl-(trans-4-methyl-cyclohexanecarbonyl)-amino]-thiophene-2-carboxylic acid methyl ester was prepared from 5-(4,4-dimethyl-cyclohexyl)-3-[(2-hydroxy-1-hydroxymethyl-ethyl)-(trans-4-methyl-cyclohexanecarbonyl)-amino]-thiophene-2-carboxylic acid methyl ester using paraformaldehyde following a procedure described earlier (example 38, step IV). Reactants: BrC1=C(C=C(C=C1)Br)[N+](=O)[O-] (2,5-Dibromo-1-nitrobenzene), FC1=C(C=CC(=C1)F)I (2,4-difluoro-1-iodobenzene). Yields the product NC1=C(C=CC(=C1)Br)C1=C(C=C(C=C1)F)F (2-amino-4-bromo-2',4'-difluorobiphenyl). As a reaction SMILES: Br[C:2]1[CH:7]=[CH:6][C:5]([Br:8])=[CH:4][C:3]=1[N+:9]([O-])=O.[F:12][C:13]1[CH:18]=[C:17]([F:19])[CH:16]=[CH:15][C:14]=1I>>[NH2:9][C:3]1[CH:4]=[C:5]([Br:8])[CH:6]=[CH:7][C:2]=1[C:16]1[CH:15]=[CH:14][C:13]([F:12])=[CH:18][C:17]=1[F:19]. Procedure: 2,5-Dibromo-1-nitrobenzene and 2,4-difluoro-1-iodobenzene were reacted under Ullmann conditions to give 4-bromo-2',4'-difluoro-2-nitrobiphenyl, b.p. 126°-136°C./0.2mm (m.p. 52°-53°C. after recrystallisation from methanol). This was reduced to give 2-amino-4-bromo-2',4'-difluorobiphenyl, b.p. 120°-124°C./0.5mm, which was subjected to a Schiemann reaction, using hydrofluoroboric acid to give the product, m.p. 67°-69°C., after distillation. As a reaction SMILES: [O-]CC.[Na+].C(OCC)(=O)CC(OCC)=O.CS([O:20][C@@H:21]1[CH2:25][CH2:24][N:23]([C:26]([O:28][C:29]([CH3:32])([CH3:31])[CH3:30])=[O:27])[CH2:22]1)(=O)=O.C1C=C2C(C(O)(O)C(=O)C2=CC=1)=O.Cl>O.C(O)C>[OH:20][C@@H:21]1[CH2:25][CH2:24][N:23]([C:26]([O:28][C:29]([CH3:32])([CH3:31])[CH3:30])=[O:27])[CH2:22]1 |f:0.1|. Starting materials: CS(=O)(=O)O[C@H]1CN(CC1)C(=O)OC(C)(C)C (tert-butyl (R)-3-(methylsulfonyloxyl)pyrrolidine-1-carboxylate), product, Cl (hydrochloric acid), C1=CC=C2C(=C1)C(=O)C(C2=O)(O)O (ninhydrin), [O-]CC.[Na+] (sodium ethoxide), C(CC(=O)OCC)(=O)OCC (Diethyl malonate). Procedure details: Preparation B: A reactor, maintained under a nitrogen atmosphere, was charged with 200 proof ethanol (5.50 kg) and 21% (by weight) sodium ethoxide in ethanol (7.00 kg, 21.6 mol). The mixture was stirred and warmed to 30° C. Diethyl malonate (3.50 kg, 21.9 mol) was added over a 20 min period. The reaction mixture was then warmed at 40° C. for 1.5 h. A solution of tert-butyl (R)-3-(methylsulfonyloxyl)pyrrolidine-1-carboxylate (3.00 kg of the product from Example 2, Procedure B, 10.7 mol) in 200 pr... Run at temperature 30 celsius, time 15 minute. The product is O[C@H]1CN(CC1)C(=O)OC(C)(C)C (tert-butyl (R)-3-hydroxypyrrolidine-1-carboxylate). Solvent: C(C)O (ethanol), O (water), O (water), C(C)O (ethanol), C(C)O (ethanol). Reactants: ClC1=C(C=C(C=C1)B(O)O)OC (4-chloro-3-methoxyphenylboronic acid), BrC=C1C2=C(CCC3=C1C=CC=C3Cl)C=CC=C2 (5-bromomethylene-1-chloro-10,11-dihydro-5H-dibenzo[a,d]cycloheptene). The product is ClC1=CC=CC=2C(C3=C(CCC21)C=CC=C3)=CC3=CC(=C(C=C3)Cl)OC (1-Chloro-5-(4-chloro-3-methoxy-benzylidene)-10,11-dihydro-5H-dibenzo[a,d]cycloheptene). Yield: 70.6%. RXN SMILES: [Cl:1][C:2]1[CH:7]=[CH:6][C:5](B(O)O)=[CH:4][C:3]=1[O:11][CH3:12].Br[CH:14]=[C:15]1[C:21]2[CH:22]=[CH:23][CH:24]=[C:25]([Cl:26])[C:20]=2[CH2:19][CH2:18][C:17]2[CH:27]=[CH:28][CH:29]=[CH:30][C:16]1=2>>[Cl:26][C:25]1[C:20]2[CH2:19][CH2:18][C:17]3[CH:27]=[CH:28][CH:29]=[CH:30][C:16]=3[C:15](=[CH:14][C:5]3[CH:6]=[CH:7][C:2]([Cl:1])=[C:3]([O:11][CH3:12])[CH:4]=3)[C:21]=2[CH:22]=[CH:23][CH:24]=1. Procedure details: Following procedures essentially as described in Example 219, below, and using 4-chloro-3-methoxyphenylboronic acid (160 mg,0.85 mmol) with 5-bromomethylene-1-chloro-10,11-dihydro-5H-dibenzo[a,d]cycloheptene (249 mg, 0.78 mmol) to give 440 mg crude product. Purify by chromatography to give 210 mg (71%) colorless oil. HPLC (ISO90-10M) shows 51% at t=7.62 min and 45% at t=9.86 min. Run at time 1 hour. The yield is 84.3%. Procedure details: A solution R-diphenylprolinol (75 mg) in THF (2 ml) was treated with borane-THF (1M, 20.5 ml) over 20 min at 20° C. under nitrogen. After the addition was complete the solution was kept between 30 and 35° C. for 1 h and then cooled in ice and 2-bromo-1-(2,2-dimethyl-4H-1,3-benzodioxin-6-yl)ethanone (DE3513885) (3.9 g) in THF (10 ml) was added over 1.5 h keeping the temperature below 5° C. The mixture was stirred under nitrogen for a further 0.5 h and then methanol (4 ml) was added at 0° C. The s... Reaction SMILES: B.C1COCC1.[Br:7][CH2:8][C:9]([C:11]1[CH:22]=[CH:21][C:14]2[O:15][C:16]([CH3:20])([CH3:19])[O:17][CH2:18][C:13]=2[CH:12]=1)=[O:10].CO>C1COCC1>[Br:7][CH2:8][C@@H:9]([C:11]1[CH:22]=[CH:21][C:14]2[O:15][C:16]([CH3:19])([CH3:20])[O:17][CH2:18][C:13]=2[CH:12]=1)[OH:10] |f:0.1|. Product: BrC[C@H](O)C1=CC2=C(OC(OC2)(C)C)C=C1 ((1R)2-Bromo-1-(2,2-dimethyl-4H-1,3-benzodioxin-6-yl)ethanol). The reactants are R-diphenylprolinol, B.C1CCOC1 (borane THF), BrCC(=O)C1=CC2=C(OC(OC2)(C)C)C=C1 (2-bromo-1-(2,2-dimethyl-4H-1,3-benzodioxin-6-yl)ethanone), CO (methanol). The solvent is C1CCOC1 (THF), C1CCOC1 (THF). The reactants are CI, [K+], [K+], O=C([O-])[O-], CN(C)C=O, O=C1CSc2c(NCc3cccc(OCc4ccc5ccccc5n4)c3)cccc2N1. The product is CN1C(=O)CSc2c(NCc3cccc(OCc4ccc5ccccc5n4)c3)cccc21. RXN SMILES: [CH3:32][I:33].[K+:34].[K+:35].[O-:36][C:37]([O-:38])=[O:39].[O:40]=[CH:41][N:42]([CH3:43])[CH3:44].[n:1]1[c:2]([CH2:11][O:12][c:13]2[cH:14][c:15]([CH2:16][NH:17][c:18]3[cH:19][cH:20][cH:21][c:22]4[c:27]3[S:26][CH2:25][C:24](=[O:28])[NH:23]4)[cH:29][cH:30][cH:31]2)[cH:3][cH:4][c:5]2[cH:6][cH:7][cH:8][cH:9][c:10]12>>[n:1]1[c:2]([CH2:11][O:12][c:13]2[cH:14][c:15]([CH2:16][NH:17][c:18]3[cH:19][cH:20][cH:21][c:22]4[c:27]3[S:26][CH2:25][C:24](=[O:28])[N:23]4[CH3:37])[cH:29][cH:30][cH:31]2)[cH:3][cH:4][c:5]2[cH:6][cH:7][cH:8][cH:9][c:10]12. Starting materials: C(C)OC(CCCCCCN1C(=CC=2C1=NC(=C(N2)C2=CC=CC=C2)C2=CC=CC=C2)C2CC2)=O (7-(6-Cyclopropyl-2,3-diphenyl-pyrrolo[2,3-b]pyrazin-5-yl)-heptanoic acid ethyl ester), [Li+].[OH-] (LiOH), monohydrate. The solvent is C1CCOC1 (THF), O (water). Run at temperature 60 celsius. Yields the product C1(CC1)C1=CC=2C(=NC(=C(N2)C2=CC=CC=C2)C2=CC=CC=C2)N1CCCCCCC(=O)O (7-(6-Cyclopropyl-2,3-diphenyl-pyrrolo[2,3-b]pyrazin-5-yl)-heptanoic acid). As a reaction SMILES: C([O:3][C:4](=[O:35])[CH2:5][CH2:6][CH2:7][CH2:8][CH2:9][CH2:10][N:11]1[C:15]2=[N:16][C:17]([C:26]3[CH:31]=[CH:30][CH:29]=[CH:28][CH:27]=3)=[C:18]([C:20]3[CH:25]=[CH:24][CH:23]=[CH:22][CH:21]=3)[N:19]=[C:14]2[CH:13]=[C:12]1[CH:32]1[CH2:34][CH2:33]1)C.[Li+].[OH-]>C1COCC1.O>[CH:32]1([C:12]2[N:11]([CH2:10][CH2:9][CH2:8][CH2:7][CH2:6][CH2:5][C:4]([OH:35])=[O:3])[C:15]3=[N:16][C:17]([C:26]4[CH:27]=[CH:28][CH:29]=[CH:30][CH:31]=4)=[C:18]([C:20]4[CH:25]=[CH:24][CH:23]=[CH:22][CH:21]=4)[N:19]=[C:14]3[CH:13]=2)[CH2:33][CH2:34]1 |f:1.2|. Procedure: 7-(6-Cyclopropyl-2,3-diphenyl-pyrrolo[2,3-b]pyrazin-5-yl)-heptanoic acid ethyl ester (step 1) (250 mg, 0.535 mmol) in THF (6 ml) and water (2 ml) was treated with LiOH.monohydrate (45 mg, 1.069 mmol) and stirred at room temperature for 12 hours followed by heating at 60° C. for 10 hours. The mixture was concentrated under reduced pressure. The residue was dissolved in water and washed with diethyl ether (×1). The aqueous was acidified using citric acid, and extracted with EtOAc. The organic solv... Reactants: C(=O)([O-])[O-].[Na+].[Na+] (Na2CO3), 5/3, 3-phenoxy-acetic acid benzyl ester boronic acid, C(C)(C)(C)OC(NC(C)C1=C(C=C(C=C1)C(NC1=CC=NC=C1)=O)Br)=O ({1-[2-Bromo-4-(pyridine-4-ylcarbamoyl)-phenyl]-ethyl}-carbamic acid tert-butyl ester), C1(=CC=CC=C1)C.C(C)O (toluene ethanol). Reagents/catalysts: C=1C=CC(=CC1)[P](C=2C=CC=CC2)(C=3C=CC=CC3)[Pd]([P](C=4C=CC=CC4)(C=5C=CC=CC5)C=6C=CC=CC6)([P](C=7C=CC=CC7)(C=8C=CC=CC8)C=9C=CC=CC9)[P](C=1C=CC=CC1)(C=1C=CC=CC1)C=1C=CC=CC1 (Pd tetrakis). Solvent: O (water). Product: C(C)(C)(C)OC(=O)NC(C)C1=C(C=C(C=C1)C(NC1=CC=NC=C1)=O)C1=CC(=CC=C1)OCC(=O)O ([2′-(1-tert-Butoxycarbonylamino-ethyl)-5′-(pyridin-4-ylcarbamoyl)-biphenyl-3-yloxy]-acetic acid). Reaction SMILES: [C:1]([O:5][C:6](=[O:26])[NH:7][CH:8]([C:10]1[CH:15]=[CH:14][C:13]([C:16](=[O:24])[NH:17][C:18]2[CH:23]=[CH:22][N:21]=[CH:20][CH:19]=2)=[CH:12][C:11]=1Br)[CH3:9])([CH3:4])([CH3:3])[CH3:2].[C:27]([O-:30])([O-])=[O:28].[Na+].[Na+].[C:33]1(C)[CH:38]=[CH:37][CH:36]=[CH:35][CH:34]=1.[CH2:40]([OH:42])C>O.C1C=CC([P]([Pd]([P](C2C=CC=CC=2)(C2C=CC=CC=2)C2C=CC=CC=2)([P](C2C=CC=CC=2)(C2C=CC=CC=2)C2C=CC=CC=2)[P](C2C=CC=CC=2)(C2C=CC=CC=2)C2C=CC=CC=2)(C2C=CC=CC=2)C2C=CC=CC=2)=CC=1>[C:1]([O:5][C:6]([NH:7][CH:8]([C:10]1[CH:15]=[CH:14][C:13]([C:16](=[O:24])[NH:17][C:18]2[CH:23]=[CH:22][N:21]=[CH:20][CH:19]=2)=[CH:12][C:11]=1[C:35]1[CH:36]=[CH:37][CH:38]=[C:33]([O:42][CH2:40][C:27]([OH:30])=[O:28])[CH:34]=1)[CH3:9])=[O:26])([CH3:4])([CH3:3])[CH3:2] |f:1.2.3,4.5,^1:47,49,68,87|. Procedure details: To a solution of {1-[2-Bromo-4-(pyridine-4-ylcarbamoyl)-phenyl]-ethyl}-carbamic acid tert-butyl ester (0.48 g) in a mixture of toluene/ethanol: 5/3 (12 ml) were added 3-phenoxy-acetic acid benzyl ester boronic acid (2 eq.), a solution of Na2CO3 (4 eq.) in water (4 ml) and Pd tetrakis (0.06 eq.). The reaction mixture was heated under reflux conditions for 2 hours. The reaction mixture was cooled to RT and filtered over celite. The celite residue was washed with EtOAc and EtOH. The solvent was rem... Starting materials: CC#N, CC(=O)O, Cl, O=N[O-], Nc1ccc2c(c1)OCC(=O)N2, [Na+], O=S=O, O. Yields the product O=C1COc2cc(S(=O)(=O)Cl)ccc2N1. RXN SMILES: [CH3:21][C:22]#[N:23].[CH3:25][C:26](=[O:27])[OH:28].[ClH:13].[N:14]([O-:15])=[O:16].[NH2:1][c:2]1[cH:3][cH:4][c:5]2[c:6]([cH:12]1)[O:7][CH2:8][C:9](=[O:11])[NH:10]2.[Na+:17].[O:18]=[S:19]=[O:20].[OH2:24]>>[c:2]1([S:19]([Cl:13])(=[O:18])=[O:20])[cH:3][cH:4][c:5]2[c:6]([cH:12]1)[O:7][CH2:8][C:9](=[O:11])[NH:10]2.